From a dataset of the Open Reaction Database (ORD), a public repository of structured organic reaction records. describe an organic reaction: reactants, conditions, products, and yield Product: Cl.FC(C=1C(NC(N(C1)CCCCN1C[C@]2(C[C@H]2C1)C1=CC=C(C=C1)C(F)(F)F)=O)=O)(F)F (5-(trifluoromethyl)-1-(4-{(1S,5R)-1-[4-(trifluoromethyl)phenyl]-3-azabicyclo[3.1.0]hex-3-yl}butyl)-2,4(1H,3H)-pyrimidinedione hydrochloride). Procedure details: 5-(trifluoromethyl)-1-(4-{(1S,5R)-1-[4-(trifluoromethyl)phenyl]-3-azabicyclo[3.1.0]hex-3-yl}butyl)-2,4(1H,3H)-pyrimidinedione was treated with a solution of 4N HCl in dioxane (200 μl) to give the title compound as a yellow solid. Reaction SMILES: [F:1][C:2]([F:32])([F:31])[C:3]1[C:4](=[O:30])[NH:5][C:6](=[O:29])[N:7]([CH2:9][CH2:10][CH2:11][CH2:12][N:13]2[CH2:18][C@H:17]3[C@:15]([C:19]4[CH:24]=[CH:23][C:22]([C:25]([F:28])([F:27])[F:26])=[CH:21][CH:20]=4)([CH2:16]3)[CH2:14]2)[CH:8]=1.[ClH:33]>O1CCOCC1>[ClH:33].[F:32][C:2]([F:1])([F:31])[C:3]1[C:4](=[O:30])[NH:5][C:6](=[O:29])[N:7]([CH2:9][CH2:10][CH2:11][CH2:12][N:13]2[CH2:18][C@H:17]3[C@:15]([C:19]4[CH:24]=[CH:23][C:22]([C:25]([F:28])([F:27])[F:26])=[CH:21][CH:20]=4)([CH2:16]3)[CH2:14]2)[CH:8]=1 |f:3.4|. Run in O1CCOCC1 (dioxane). Starting materials: FC(C=1C(NC(N(C1)CCCCN1C[C@]2(C[C@H]2C1)C1=CC=C(C=C1)C(F)(F)F)=O)=O)(F)F (5-(trifluoromethyl)-1-(4-{(1S,5R)-1-[4-(trifluoromethyl)phenyl]-3-azabicyclo[3.1.0]hex-3-yl}butyl)-2,4(1H,3H)-pyrimidinedione), Cl (HCl).